This data is from the Open Reaction Database (ORD), a public repository of structured organic reaction records. The task is: describe an organic reaction: reactants, conditions, products, and yield Reactants: ice Water, OC1C(C2=C(OC1(C)C)C=CS2)N2C(CCC2)=O (5,6-Dihydro-6-hydroxy-5,5-dimethyl-7-(2-oxopyrrolidin-1-yl)-7H-thieno[3,2-b]pyran), [H-].[Na+] (sodium hydride), CI (Methyl iodide), resultant mixture. The solvent is CN(C=O)C (N,N-dimethylformamide). Conditions: time 1.5 hour. Product: COC1C(C2=C(OC1(C)C)C=CS2)N2C(CCC2)=O (5,6-Dihydro-6-methoxy-5,5-dimethyl-7-(2-oxopyrrolidin-1-yl)-7H-thieno[3,2-b]pyran). Yield: 71.3%. Reaction SMILES: [OH:1][CH:2]1[C:7]([CH3:9])([CH3:8])[O:6][C:5]2[CH:10]=[CH:11][S:12][C:4]=2[CH:3]1[N:13]1[CH2:17][CH2:16][CH2:15][C:14]1=[O:18].[H-].[Na+].[CH3:21]I>CN(C)C=O>[CH3:21][O:1][CH:2]1[C:7]([CH3:8])([CH3:9])[O:6][C:5]2[CH:10]=[CH:11][S:12][C:4]=2[CH:3]1[N:13]1[CH2:17][CH2:16][CH2:15][C:14]1=[O:18] |f:1.2|. Procedure: 5,6-Dihydro-6-hydroxy-5,5-dimethyl-7-(2-oxopyrrolidin-1-yl)-7H-thieno[3,2-b]pyran (1.1 g, 4.11 mmol) was added to a mixture of sodium hydride (60% in mineral oil, 0.172 g, 4.32 mmol) in N,N-dimethylformamide (20ml) at 0° C. and stirred for 1.5h. Methyl iodide (0.28 ml, 4.52 mmol) was added to the resultant mixture and the mixture stirred at rt for 1 h. The mixture was poured into ice Water (100 ml) and extracted with dichloromethane. The dichloromethane solution was washed with water (5×) and dr... The reactants are O1CCOC2=C1C=CC(=C2)N (1,4-benzodioxan-6-amine), C(C)(=O)OC(C)=O (acetic anhydride), N1=CC=CC=C1 (pyridine), O (water). Reaction conditions: time 8 hour. Product: O1CCOC2=C1C=CC(=C2)CC(=O)N (1,4-Benzodioxan-6-acetamide). Isolated yield 71.0%. As a reaction SMILES: [O:1]1[C:6]2[CH:7]=[CH:8][C:9](N)=[CH:10][C:5]=2[O:4][CH2:3][CH2:2]1.[C:12]([O:15]C(=O)C)(=O)[CH3:13].O.[N:20]1C=CC=CC=1>>[O:1]1[C:6]2[CH:7]=[CH:8][C:9]([CH2:13][C:12]([NH2:20])=[O:15])=[CH:10][C:5]=2[O:4][CH2:3][CH2:2]1. Reported procedure: To a solution of 1,4-benzodioxan-6-amine (2.0 g, 13.2 mmol) in 5 mL of anhydrous pyridine at 0° C. was added acetic anhydride (1.87 mL, 19.9 mmol) and the solution was stirred at rt overnight. The solution was then added to 50 mL of water and was extracted with 2×50 mL of EtOAc. The extract was washed with 1N HCl, water and brine, then dried over MgSO, and concentrated in vacuo to yield the title compound (1.82 g, 71%). 1H NMR (CDCl3): 7.13 (m, 2H), 6.88 (dd, 1H), 6.80 (d, 1H), 4.25 (s, 4H), 2.1... Reactants: ClC1=CC(=C(C=C1)C(CC(=O)C=1C=CC(N(C1)CCC(=O)N)=O)C1=CC=C(C=C1)S(=O)(=O)C)C (3-(5-(3-(4-chloro-2-methylphenyl)-3-(4-(methylsulfonyl)phenyl)propanoyl)-2-oxopyridin-1(2H)-yl)propanamide), Cl.NO (hydroxylamine hydrochloride), C(O)([O-])=O.[Na+] (sodium hydrogencarbonate). Product: ClC1=CC(=C(C=C1)C(C\C(=N/O)\C=1C=CC(N(C1)CCC(=O)N)=O)C1=CC=C(C=C1)S(=O)(=O)C)C ((E)-3-(5-(3-(4-Chloro-2-methylphenyl)-1-(hydroxyimino)-3-(4-(methylsulfonyl)phenyl)-propyl)-2-oxopyridin-1(2H)-yl)propanamide). As a reaction SMILES: [Cl:1][C:2]1[CH:7]=[CH:6][C:5]([CH:8]([C:24]2[CH:29]=[CH:28][C:27]([S:30]([CH3:33])(=[O:32])=[O:31])=[CH:26][CH:25]=2)[CH2:9][C:10]([C:12]2[CH:13]=[CH:14][C:15](=[O:23])[N:16]([CH2:18][CH2:19][C:20]([NH2:22])=[O:21])[CH:17]=2)=O)=[C:4]([CH3:34])[CH:3]=1.Cl.[NH2:36][OH:37].C(=O)([O-])O.[Na+]>>[Cl:1][C:2]1[CH:7]=[CH:6][C:5]([CH:8]([C:24]2[CH:25]=[CH:26][C:27]([S:30]([CH3:33])(=[O:32])=[O:31])=[CH:28][CH:29]=2)[CH2:9]/[C:10](/[C:12]2[CH:13]=[CH:14][C:15](=[O:23])[N:16]([CH2:18][CH2:19][C:20]([NH2:22])=[O:21])[CH:17]=2)=[N:36]\[OH:37])=[C:4]([CH3:34])[CH:3]=1 |f:1.2,3.4|. Reported procedure: In analogy to example 151, step 3, 3-(5-(3-(4-chloro-2-methylphenyl)-3-(4-(methylsulfonyl)phenyl)propanoyl)-2-oxopyridin-1(2H)-yl)propanamide was reacted with hydroxylamine hydrochloride in the presence of sodium hydrogencarbonate to give the title compound containing less than 10% of the corresponding Z isomer as an off-white solid, MS (ESI+): m/z=516.4 [M+H]+. Starting materials: C(CC)N(CCC)CCC (tri-n-propylamine), ICCC(C(OC(C(C#N)(F)F)(F)F)(F)F)(F)F (8-iodo-2,2,3,3,5,5,6,6-octafluoro-4-oxaoctanenitrile). The solvent is COCCOCCOC (2-methoxyethyl ether). Run at temperature 145 celsius, time 2 hour. Yields the product FC(C#N)(C(OC(C(C=C)(F)F)(F)F)(F)F)F (2,2,3,3,5,5,6,6-octafluoro-4-oxa-7-octenenitrile). The yield is 67.1%. Reaction SMILES: C(N(CCC)CCC)CC.I[CH2:12][CH2:13][C:14]([F:28])([F:27])[C:15]([F:26])([F:25])[O:16][C:17]([F:24])([F:23])[C:18]([F:22])([F:21])[C:19]#[N:20]>COCCOCCOC>[F:21][C:18]([F:22])([C:17]([F:23])([F:24])[O:16][C:15]([F:25])([F:26])[C:14]([F:27])([F:28])[CH:13]=[CH2:12])[C:19]#[N:20]. Reported procedure: In a flask fitted with a thermometer, a magnetic stirring bar, and a still head were placed 4.5 g of tri-n-propylamine, 9.1 g of 8-iodo-2,2,3,3,5,5,6,6-octafluoro-4-oxaoctanenitrile, and 6 ml of 2-methoxyethyl ether. The flask and contents were heated rapidly to 145° C. and then stirred at 130°-145° C. for 31/2 hours during which a colorless distillate was collected. Further distillate was obtained by reducing the pressure to 24 mm. The distillate was fractionally distilled to give 2,2,3,3,5,5,6... The reactants are aldehyde, [Cl-].C(#N)C[P+](C1=CC=CC=C1)(C1=CC=CC=C1)C1=CC=CC=C1 ((cyanomethyl)triphenylphosphonium chloride), O1CC(CC1)CO (Tetrahydro-3-furanmethanol), O1CC(CC1)C=O (tetrahydrofuran-3-carbaldehyde), O1C(CCC1)CCCN (3-(tetrahydro-furan-2-yl)-propylamine). The reagents and catalysts are CCC[N+](CCC)(CCC)CCC.[O-][Ru](=O)(=O)=O (TPAP). The solvent is CCOCC.C(Cl)Cl (Et2O CH2Cl2). Product: O1CC(CC1)C=CC#N (3-(tetrahydrofuran-3-yl)acrylonitrile). As a reaction SMILES: [O:1]1[CH2:5][CH2:4][CH:3]([CH2:6]O)[CH2:2]1.O1CCC(C=O)C1.O1CCCC1C[CH2:21][CH2:22][NH2:23].[Cl-].C(C[P+](C1C=CC=CC=1)(C1C=CC=CC=1)C1C=CC=CC=1)#N>CCC[N+](CCC)(CCC)CCC.[O-][Ru](=O)(=O)=O.CCOCC.C(Cl)Cl>[O:1]1[CH2:5][CH2:4][CH:3]([CH:6]=[CH:21][C:22]#[N:23])[CH2:2]1 |f:3.4,5.6,7.8|. Procedure details: Tetrahydro-3-furanmethanol (0.96 mL, 10 mmol) was oxidized to tetrahydrofuran-3-carbaldehyde (assume 50%) via the TPAP/MNO oxidation procedure described for 3-(tetrahydro-furan-2-yl)-propylamine. Wittig reaction of the crude aldehyde with (cyanomethyl)triphenylphosphonium chloride as described for 3-(tetrahydrofuran-2-yl)propylaamine gave 3-(tetrahydrofuran-3-yl)acrylonitrile (3.3 mmol) as a 2:1 mixture (1H NMR) of the E/Z isomers after column chromatography (10% Et2O/CH2Cl2 elutant). Hydrogenat... Reactants: COC(c1ccc2c(C=O)c[nH]c2c1)=O, CC1=CN=C(C=C1)N, [C-]#[N+]C1CCCCC1. Reagents/catalysts: O=C(O)C(F)(F)F (trifluoroacetic acid). The solvent is CC(C)O (isopropyl alcohol), CC(C)O (isopropylalcohol). Conditions: temperature 22 celsius, time 20 hour. The product is Cc1ccc2nc(c3c[nH]c4cc(ccc34)C(=O)OC)c(NC3CCCCC3)n2c1. Yield: 1.8%. As a reaction SMILES: CC1=CC=C(N)N=C1.[C-]#[N+]C1CCCCC1.COC(=O)C1=CC=C2C(C=O)=CNC2=C1>>COC(=O)C1=CC=C2C(NC=C2C2=C(NC3CCCCC3)N3C=C(C)C=CC3=N2)=C1.